This data is from the Open Reaction Database (ORD), a public repository of structured organic reaction records. The task is: describe an organic reaction: reactants, conditions, products, and yield Starting materials: O=C([O-])[O-], CC(C)=O, [K+], [K+], CCCc1cc(Oc2ccccc2)ccc1OCCCOc1ccc(S(N)(=O)=O)cc1, O=C=NC1CCCCC1. Product: CCCc1cc(Oc2ccccc2)ccc1OCCCOc1ccc(S(=O)(=O)NC(=O)NC2CCCCC2)cc1. Reaction SMILES: [C:32](=[O:33])([O-:34])[O-:35].[CH3:47][C:48](=[O:49])[CH3:50].[K+:36].[K+:37].[O:1]([c:2]1[cH:3][cH:4][cH:5][cH:6][cH:7]1)[c:8]1[cH:9][c:10]([CH2:29][CH2:30][CH3:31])[c:11]([O:12][CH2:13][CH2:14][CH2:15][O:16][c:17]2[cH:18][cH:19][c:20]([S:23](=[O:24])(=[O:25])[NH2:26])[cH:21][cH:22]2)[cH:27][cH:28]1.[O:38]=[C:39]=[N:40][CH:41]1[CH2:42][CH2:43][CH2:44][CH2:45][CH2:46]1>>[O:1]([c:2]1[cH:3][cH:4][cH:5][cH:6][cH:7]1)[c:8]1[cH:9][c:10]([CH2:29][CH2:30][CH3:31])[c:11]([O:12][CH2:13][CH2:14][CH2:15][O:16][c:17]2[cH:18][cH:19][c:20]([S:23](=[O:24])(=[O:25])[NH:26][C:39](=[O:38])[NH:40][CH:41]3[CH2:42][CH2:43][CH2:44][CH2:45][CH2:46]3)[cH:21][cH:22]2)[cH:27][cH:28]1. As a reaction SMILES: [Br:19][CH2:20][C:21](=[O:22])[O:23][CH3:24].[CH3:25][C:26](=[O:27])[CH3:28].[CH:1]1([c:4]2[cH:5][cH:6][c:7]([OH:10])[cH:8][cH:9]2)[CH2:2][CH2:3]1.[I-:12].[K+:11].[Na+:13].[Na+:14].[O-:15][C:16](=[O:17])[O-:18]>>[CH:1]1([c:4]2[cH:5][cH:6][c:7]([O:10][CH2:20][C:21](=[O:22])[O:23][CH3:24])[cH:8][cH:9]2)[CH2:2][CH2:3]1. The product is COC(=O)COc1ccc(C2CC2)cc1. The reactants are COC(=O)CBr, CC(C)=O, Oc1ccc(C2CC2)cc1, [I-], [K+], [Na+], [Na+], O=C([O-])[O-]. Starting materials: N1C(=O)NC(=O)C=C1 (uracil), C=O (paraformaldehyde), [OH-].[K+] (potassium hydroxide). Solvent: O (water). Conditions: temperature 50 celsius. Yields the product OCC=1C(NC(NC1)=O)=O (5-hydroxymethyl-2,4(1H,3H)-pyrimidinedione). Isolated yield 81.0%. As a reaction SMILES: [NH:1]1[CH:8]=[CH:7][C:5](=[O:6])[NH:4][C:2]1=[O:3].[CH2:9]=[O:10].[OH-].[K+]>O>[OH:10][CH2:9][C:7]1[C:5](=[O:6])[NH:4][C:2](=[O:3])[NH:1][CH:8]=1 |f:2.3|. Reported procedure: A mixture of uracil (9 g, 80.3 mmol), paraformaldehyde (3 g) and 0.42N potassium hydroxide (125 mL) was heated 90 hours at 50° C. The reaction mixture was diluted with water (350 mL), stirred with Dowex® 50 ion-exchange resin (30 g, H form, 100-200 mesh), filtered, concentrated in vacuo to a volume of 20 mL and refrigerated. The solids were collected and recrystallized from water (50 mL) to give 5-hydroxymethyl-2,4(1H,3H)-pyrimidinedione (9.5 g, 65.04 mmol), m.p. 260°-300° C. (dec).